This data is from the Open Reaction Database (ORD), a public repository of structured organic reaction records. The task is: describe an organic reaction: reactants, conditions, products, and yield Starting materials: alcohol, BrC1=C(C(=O)OC)C=CC=C1 (methyl o-bromobenzoate), [Li+].[Cl-] (LiCl), [Li]OC(=O)C.O (LiOAc.H2O). Reagents/catalysts: CC(=O)[O-].CC(=O)[O-].[Pd+2] (Pd(OAc)2). Run in CN(C)C=O (DMF), O (H2O). The product is OC=1C=C(C=CC1)C(CCC1=C(C(=O)OC)C=CC=C1)=O (Methyl 2-[3-(3-hydroxyphenyl)-3-oxopropyl]benzoate). As a reaction SMILES: Br[C:2]1[CH:11]=[CH:10][CH:9]=[CH:8][C:3]=1[C:4]([O:6][CH3:7])=[O:5].[Li+].[Cl-].[Li]O[C:16]([CH3:18])=[O:17].[OH2:19]>CN(C=O)C.O.CC([O-])=O.CC([O-])=O.[Pd+2]>[OH:17][C:16]1[CH:18]=[C:11]([C:10](=[O:19])[CH2:9][CH2:8][C:2]2[CH:11]=[CH:10][CH:9]=[CH:8][C:3]=2[C:4]([O:6][CH3:7])=[O:5])[CH:2]=[CH:3][CH:4]=1 |f:1.2,3.4,7.8.9|. Reported procedure: To a suspension of 3-(7-chloroquinolin-2-yl)methoxy)benzaldehyde (10.08 g, 33.9 mmol; U.S. Pat. No. 4,851,409 example 16 step 1) in toluene at 0° C. was added dropwise 1M vinylmagnesium bromide in THF (37 mL). After 30 min. the solution was quenched with NH4OAc, extracted with H2O, brine and dried over Na2SO4. The solvent was removed to afford 11.07 g of the allylic alcohol. This alcohol (11.00 g, 32.4 mmol), methyl o-bromobenzoate (7.31 g, 34 mmol), Pd(OAc)2 (218 mg), LiCl (1.37 g) and LiOAc.H2... The reactants are ethyl ester, C(C1=CC=CC=C1)N1C([C@H](O[C@@H](C2=C1C=CC(=C2)Cl)C2=C(C=CC=C2)Cl)CNCC(=O)O)=O (N-[trans-1-benzyl-7-chloro-5-(2-chlorophenyl)-2-oxo-1,2,3,5-tetrahydro-4,1-benzoxazepin-3-ylmethyl]glycine), C=O (formalin), C(C(=O)O)(=O)O (oxalic acid). Reaction conditions: temperature 80 celsius, time 2 hour. Yields the product C(C1=CC=CC=C1)N1C([C@H](O[C@@H](C2=C1C=CC(=C2)Cl)C2=C(C=CC=C2)Cl)CN(CC(=O)O)C)=O (N-[trans-1-benzyl-7-chloro-5-(2-chlorophenyl)-2-oxo-1,2,3,5-tetrahydro-4,1-benzoxazepin-3-ylmethyl]-N-methylglycine). Reaction SMILES: [CH2:1]([N:8]1[C:14]2[CH:15]=[CH:16][C:17]([Cl:19])=[CH:18][C:13]=2[C@@H:12]([C:20]2[CH:25]=[CH:24][CH:23]=[CH:22][C:21]=2[Cl:26])[O:11][C@H:10]([CH2:27][NH:28][CH2:29][C:30]([OH:32])=[O:31])[C:9]1=[O:33])[C:2]1[CH:7]=[CH:6][CH:5]=[CH:4][CH:3]=1.C=O.[C:36](O)(=O)C(O)=O>>[CH2:1]([N:8]1[C:14]2[CH:15]=[CH:16][C:17]([Cl:19])=[CH:18][C:13]=2[C@@H:12]([C:20]2[CH:25]=[CH:24][CH:23]=[CH:22][C:21]=2[Cl:26])[O:11][C@H:10]([CH2:27][N:28]([CH3:36])[CH2:29][C:30]([OH:32])=[O:31])[C:9]1=[O:33])[C:2]1[CH:7]=[CH:6][CH:5]=[CH:4][CH:3]=1. Reported procedure: To 0.13 g of ethyl ester of N-[trans-1-benzyl-7-chloro-5-(2-chlorophenyl)-2-oxo-1,2,3,5-tetrahydro-4,1-benzoxazepin-3-ylmethyl]glycine obtained in Example 40 were added 2 ml of formalin and 2 ml of oxalic acid: The mixture was heated at 80° C. for 2 hours. The reaction mixture was concentrated under reduced pressure, and the concentrate was subjected to 5 extraction with ethyl acetate. The organic layer was washed with an aqueous solution of sodium hydrogencarbonate, then with water, followed by...